This data is from the Open Reaction Database (ORD), a public repository of structured organic reaction records. The task is: describe an organic reaction: reactants, conditions, products, and yield Reactants: CCCO, [H][H], CCC(=O)Nc1ccc(OC)c([N+](=O)[O-])c1, N, O. Product: CCC(=O)Nc1ccc(OC)c(N)c1. Reaction SMILES: [CH2:17]([OH:18])[CH2:19][CH3:20].[H:22][H:23].[N+:1]([O-:2])(=[O:3])[c:4]1[c:5]([O:15][CH3:16])[cH:6][cH:7][c:8]([NH:10][C:11]([CH2:12][CH3:13])=[O:14])[cH:9]1.[NH3:21].[OH2:24]>>[NH2:1][c:4]1[c:5]([O:15][CH3:16])[cH:6][cH:7][c:8]([NH:10][C:11]([CH2:12][CH3:13])=[O:14])[cH:9]1. Solvent: C(C)O.CO (ethanol methanol). Isolated yield 87.7%. As a reaction SMILES: C([O:8][C:9]1[CH:10]=[CH:11][C:12]2[C:13]3[N:21]([CH2:22][CH2:23][CH2:24][CH2:25][NH:26][C:27](=[O:33])[O:28][C:29]([CH3:32])([CH3:31])[CH3:30])[C:20]([CH2:34][O:35][CH2:36][CH3:37])=[N:19][C:14]=3[CH:15]=[N:16][C:17]=2[CH:18]=1)C1C=CC=CC=1>[Pd].C(O)C.CO>[CH2:36]([O:35][CH2:34][C:20]1[N:21]([CH2:22][CH2:23][CH2:24][CH2:25][NH:26][C:27](=[O:33])[O:28][C:29]([CH3:32])([CH3:31])[CH3:30])[C:13]2[C:12]3[CH:11]=[CH:10][C:9]([OH:8])=[CH:18][C:17]=3[N:16]=[CH:15][C:14]=2[N:19]=1)[CH3:37] |f:2.3|. Product: C(C)OCC=1N(C2=C(C=NC=3C=C(C=CC23)O)N1)CCCCNC(OC(C)(C)C)=O (tert-butyl 4-[2-(ethoxymethyl)-7-hydroxy-1H-imidazo[4,5-c]quinolin-1-yl]butylcarbamate). Reagents/catalysts: [Pd] (palladium on carbon). Reactants: C(C1=CC=CC=C1)OC=1C=CC=2C3=C(C=NC2C1)N=C(N3CCCCNC(OC(C)(C)C)=O)COCC (tert-butyl 4-[7-(benzyloxy)-2-(ethoxymethyl)-1H-imidazo[4,5-c]quinolin-1-yl]butylcarbamate). Procedure: A mixture of tert-butyl 4-[7-(benzyloxy)-2-(ethoxymethyl)-1H-imidazo[4,5-c]quinolin-1-yl]butylcarbamate (15 g, 29.7 mmol) and 10% palladium on carbon (4.5 g, wetted with ethanol) in 1:1 ethanol/methanol (400 mL) was hydrogenated using a Parr apparatus at 28 psi (1.9×105 Pa) for 16 hours. The mixture was filtered through CELITE filter agent, which was subsequently washed with methanol. The filtrate was concentrated under reduced pressure to afforded 10.8 g of tert-butyl 4-[2-(ethoxymethyl)-7-hydr... Starting materials: solution, N1C(=NC2=C1C=CC=C2)CN(C(=O)C=2NC=C(C2)C(C2=C(C=C(C=C2F)F)F)=O)CC(OC)OC (N-(1H-benzimidazol-2-ylmethyl)-N-(2,2-dimethoxyethyl)-4-(2,4,6-trifluorobenzoyl)-1H-pyrrole-2-carboxamide). Solvent: CC#N.O (MeCN—H2O), mixture. Product: N1C(=NC2=C1C=CC=C2)CN2C(C1=C(C=C2)C(=CN1)C(C1=C(C=C(C=C1F)F)F)=O)=O (6-(1H-benzimidazol-2-ylmethyl)-3-(2,4,6-trifluorobenzoyl)-1,6-dihydro-7H-pyrrolo[2,3-c]pyridin-7-one). Yield: 52.4%. RXN SMILES: [NH:1]1[C:5]2[CH:6]=[CH:7][CH:8]=[CH:9][C:4]=2[N:3]=[C:2]1[CH2:10][N:11]([CH2:30][CH:31](OC)OC)[C:12]([C:14]1[NH:15][CH:16]=[C:17]([C:19](=[O:29])[C:20]2[C:25]([F:26])=[CH:24][C:23]([F:27])=[CH:22][C:21]=2[F:28])[CH:18]=1)=[O:13]>CC#N.O>[NH:3]1[C:4]2[CH:9]=[CH:8][CH:7]=[CH:6][C:5]=2[N:1]=[C:2]1[CH2:10][N:11]1[CH:30]=[CH:31][C:18]2[C:17]([C:19](=[O:29])[C:20]3[C:21]([F:28])=[CH:22][C:23]([F:27])=[CH:24][C:25]=3[F:26])=[CH:16][NH:15][C:14]=2[C:12]1=[O:13] |f:1.2|. Procedure: A methanesulofonic acid 1.5 mL solution of the product from Step B (910 mg, 1.87 mmol) was stirred at 95° C. in an oil bath for 25 min. The reaction mixture was cooled to room temperature, diluted with MeCN—H2O (2:3) mixture (3 mL). The resulting solution was purified by reverse phase HPLC (C-18 column) (eluent: gradient mixture of acetonitrile-water with 0.5% TFA) to give the title compound (414 mg). LC/MS: m/z 423(M+H). 1H-NMR (d6-DMSO, 500 MHz): δ 5.59 (s, 2H), 7.06 (d, 1H), 7.35-7.39 (m, 4H)... Reactants: C(C1=CC=CC=C1)OC1=CC=C(NC)C=C1 (4-benzyloxy-N-methyl-aniline), CN1C(=C(C=C1)C(=O)O)C (1,2-dimethylpyrrole-3-carboxylic acid), ClC(=C(C)C)N(C)C (1-chloro-N,N,2-trimethyl-prop-1-en-1-amine), ice, C(C)N(C(C)C)C(C)C (N-ethyl-N-isopropyl-propan-2-amine). Run in ClCCCl (1,2-dichloroethane), ClCCl (dichloromethane), ClCCCl (1,2-dichloroethane). Conditions: time 1 hour. The product is C(C1=CC=CC=C1)OC1=CC=C(C=C1)N(C(=O)C1=C(N(C=C1)C)C)C (N-(4-Benzyloxyphenyl)-N,1,2-trimethyl-pyrrole-3-carboxamide). As a reaction SMILES: [CH3:1][N:2]1[CH:6]=[CH:5][C:4]([C:7]([OH:9])=O)=[C:3]1[CH3:10].ClC(N(C)C)=C(C)C.[CH2:19]([O:26][C:27]1[CH:34]=[CH:33][C:30]([NH:31][CH3:32])=[CH:29][CH:28]=1)[C:20]1[CH:25]=[CH:24][CH:23]=[CH:22][CH:21]=1.C(N(C(C)C)C(C)C)C>ClCCCl.ClCCl>[CH2:19]([O:26][C:27]1[CH:28]=[CH:29][C:30]([N:31]([CH3:32])[C:7]([C:4]2[CH:5]=[CH:6][N:2]([CH3:1])[C:3]=2[CH3:10])=[O:9])=[CH:33][CH:34]=1)[C:20]1[CH:21]=[CH:22][CH:23]=[CH:24][CH:25]=1. Procedure details: To a suspension of 1,2-dimethylpyrrole-3-carboxylic acid (2.085 g; 15 mmol) in 1,2-dichloroethane (40 mL) there is added 1-chloro-N,N,2-trimethyl-prop-1-en-1-amine (2.37 mL; 17.9 mmol), and the solution formed is stirred for 1 hour. To the resulting solution there is added, dropwise, an ice-cold solution of 4-benzyloxy-N-methyl-aniline (3.73 g; 15 mmol) and N-ethyl-N-isopropyl-propan-2-amine (7.75 mL; 45 mmol) in 1,2-dichloroethane (40 mL). The reaction mixture is stirred at ambient temperature ... Starting materials: N[C@@H]1CC[C@H](CC1)O (trans-4-aminocyclohexanol), BrCC1=CC=C(C(=O)OC)C=C1 (Methyl 4-(bromomethyl)benzoate), C([O-])([O-])=O.[K+].[K+] (potassium carbonate). Solvent: C(C)(=O)OCC (ethyl acetate), O (water), CN(C)C=O (DMF). Reaction conditions: temperature 80 celsius. Yields the product COC(C1=CC=C(C=C1)CN[C@@H]1CC[C@H](CC1)O)=O (trans-4-[(4-hydroxycyclohexylamino)methyl]benzoic acid methyl ester). The yield is 43.2%. RXN SMILES: Br[CH2:2][C:3]1[CH:12]=[CH:11][C:6]([C:7]([O:9][CH3:10])=[O:8])=[CH:5][CH:4]=1.[NH2:13][C@H:14]1[CH2:19][CH2:18][C@H:17]([OH:20])[CH2:16][CH2:15]1.C(=O)([O-])[O-].[K+].[K+]>CN(C=O)C.C(OCC)(=O)C.O>[CH3:10][O:9][C:7](=[O:8])[C:6]1[CH:11]=[CH:12][C:3]([CH2:2][NH:13][C@H:14]2[CH2:19][CH2:18][C@H:17]([OH:20])[CH2:16][CH2:15]2)=[CH:4][CH:5]=1 |f:2.3.4|. Reported procedure: Methyl 4-(bromomethyl)benzoate (5.0 g, 22 mmol) was dissolved in DMF (50 mL) and trans-4-aminocyclohexanol (3.04 g, 26 mmol) was added followed by addition of potassium carbonate (6.08 g, 44 mmol). The reaction mixture was heated to 80° C. for 16 hours. The reaction mixture was diluted with ethyl acetate (300 mL) and water (200 m) was added. The aqueous phase was extracted with ethyl acetate (100 mL), and the combined organic phases were washed with water (2×100 mL) and dried (MgSO4). The organi... Starting materials: C1CCNCC1, COc1cc[nH]c1C=O, CC(C)O, CC(C)(C)OC(=O)c1cc2c(s1)NC(=O)C2. As a reaction SMILES: [CH2:26]1[CH2:27][CH2:28][NH:29][CH2:30][CH2:31]1.[CH3:17][O:18][c:19]1[c:20]([CH:24]=[O:25])[nH:21][cH:22][cH:23]1.[CH3:32][CH:33]([OH:34])[CH3:35].[O:1]=[C:2]1[CH2:3][c:4]2[c:5]([s:7][c:8]([C:10](=[O:11])[O:12][C:13]([CH3:14])([CH3:15])[CH3:16])[cH:9]2)[NH:6]1>>[O:1]=[C:2]1[C:3](=[CH:24][c:20]2[c:19]([O:18][CH3:17])[cH:23][cH:22][nH:21]2)[c:4]2[c:5]([s:7][c:8]([C:10](=[O:11])[O:12][C:13]([CH3:14])([CH3:15])[CH3:16])[cH:9]2)[NH:6]1. The product is COc1cc[nH]c1C=C1C(=O)Nc2sc(C(=O)OC(C)(C)C)cc21. Reactants: [H-].[Na+] (NaH), COC(CCCCCCCN1C(NC2=C1C=CC=C2)=O)=O (8-(2-oxo-benzimidazolin-1-yl)-caprylic acid methyl ester), COC1=CC=C(CCl)C=C1 (4-methoxybenzylchloride). The solvent is CN(C)C=O (DMF). Product: COC(CCCCCCCN1C(N(C2=C1C=CC=C2)C2=CC=C(C=C2)OC)=O)=O (8-[3-(4-Methoxyphenyl)-2-oxo-benzimidazolin-1-yl]-caprylic acid methyl ester). RXN SMILES: [H-].[Na+].[CH3:3][O:4][C:5](=[O:23])[CH2:6][CH2:7][CH2:8][CH2:9][CH2:10][CH2:11][CH2:12][N:13]1[C:17]2[CH:18]=[CH:19][CH:20]=[CH:21][C:16]=2[NH:15][C:14]1=[O:22].[CH3:24][O:25][C:26]1[CH:33]=[CH:32][C:29](CCl)=[CH:28][CH:27]=1>CN(C=O)C>[CH3:3][O:4][C:5](=[O:23])[CH2:6][CH2:7][CH2:8][CH2:9][CH2:10][CH2:11][CH2:12][N:13]1[C:17]2[CH:18]=[CH:19][CH:20]=[CH:21][C:16]=2[N:15]([C:29]2[CH:32]=[CH:33][C:26]([O:25][CH3:24])=[CH:27][CH:28]=2)[C:14]1=[O:22] |f:0.1|. Procedure: The product is produced as described in example 1 from 0.72 g. of NaH (80% suspension in mineral oil), 7 g. of 8-(2-oxo-benzimidazolin-1-yl)-caprylic acid methyl ester, 100 cc. of DMF, 3.8 g. of 4-methoxybenzylchloride and 0.72 g. of NaJ. Eluant for chromatographic purification: hexane/ethylacetate. Reactants: Cl (hydrochloric acid), Cl (hydrochloric acid), C(C)(=O)OC(C)=O (acetic anhydride), CC1(OC2=C(C(=C(C(=C2CC1)C)O)C)C)CCCC(CCCC(CCCC(C)(C)Cl)(C)Cl)(C)Cl (2,5,7,8-tetramethyl-2-(4',8',12'-trichloro-4',8',12'-trimethyl-tridecyl)-chroman-6-ol), C(C)(=O)[O-].[Na+] (sodium acetate). Reagents/catalysts: [Cl-].[Zn+2].[Cl-] (zinc chloride). Run in C(C)(=O)O (acetic acid), C(C)(=O)O (acetic acid), C(C)(=O)OCC (ethyl acetate), O (water). Reaction conditions: time 2 hour. Yields the product C(C)(=O)OC=1C(=C2CCC(OC2=C(C1C)C)(CCCC(CCCC(CCCC(C)(C)Cl)(C)Cl)(C)Cl)C)C (2,5,7,8-tetramethyl-2-(4',8',12'-trichloro-4',8',12'-trimethyl-tridecyl)-chroman-6-ol acetate). Yield: 92.5%. Reaction SMILES: [CH3:1][C:2]1([CH2:16][CH2:17][CH2:18][C:19]([Cl:34])([CH3:33])[CH2:20][CH2:21][CH2:22][C:23]([Cl:32])([CH3:31])[CH2:24][CH2:25][CH2:26][C:27]([Cl:30])([CH3:29])[CH3:28])[CH2:11][CH2:10][C:9]2[C:4](=[C:5]([CH3:15])[C:6]([CH3:14])=[C:7]([OH:13])[C:8]=2[CH3:12])[O:3]1.Cl.[C:36](OC(=O)C)(=[O:38])[CH3:37].C([O-])(=O)C.[Na+]>C(O)(=O)C.[Cl-].[Zn+2].[Cl-].C(OCC)(=O)C.O>[C:36]([O:13][C:7]1[C:8]([CH3:12])=[C:9]2[C:4](=[C:5]([CH3:15])[C:6]=1[CH3:14])[O:3][C:2]([CH3:1])([CH2:16][CH2:17][CH2:18][C:19]([Cl:34])([CH3:33])[CH2:20][CH2:21][CH2:22][C:23]([Cl:32])([CH3:31])[CH2:24][CH2:25][CH2:26][C:27]([Cl:30])([CH3:28])[CH3:29])[CH2:11][CH2:10]2)(=[O:38])[CH3:37] |f:3.4,6.7.8|. Procedure details: The product (5 g) obtained in Example 1, acetic acid (20 cc) and anhydrous zinc chloride (320 mg) are introduced, under an argon atmosphere, into a reactor. A solution (5 cc) of hydrochloric acid in acetic acid, containing 1.9 moles of hydrochloric acid per liter, is added. Thereafter, acetic anhydride (2.7 cc) is added over the course of 15 minutes. The temperature rises from 20° to 30° C. After 2 hours' stirring, water (10 cc), sodium acetate (800 mg) and ethyl acetate (100 cc) are added. Afte... Starting materials: ClC1=CC=C2C(=N1)NC(C2)=O (6-chloro-1H-pyrrolo[2,3-b]pyridin-2-one), C(C)(=O)OC(OCC)OCC (diethoxymethyl acetate). The product is ClC1=CC=C2C(=N1)NC(C2=COCC)=O (6-Chloro-3-[ethoxymethylidene]-1H-pyrrolo[2,3-b]pyridin-2-one). Reaction SMILES: [Cl:1][C:2]1[N:7]=[C:6]2[NH:8][C:9](=[O:11])[CH2:10][C:5]2=[CH:4][CH:3]=1.[C:12]([O:15][CH:16](OCC)OCC)(=O)[CH3:13]>>[Cl:1][C:2]1[N:7]=[C:6]2[NH:8][C:9](=[O:11])[C:10](=[CH:16][O:15][CH2:12][CH3:13])[C:5]2=[CH:4][CH:3]=1. Procedure: This compound was synthesized from 6-chloro-1H-pyrrolo[2,3-b]pyridin-2-one and diethoxymethyl acetate according to Procedure A. 1H NMR 400 MHz (DMSO-d6): δ11.06 (s, 1H); 7.84 (s, 1H); 7.63 (d, 1H); 6.98 (d, 1H); 4.39 (m, 2H); 1.32 (m, 3H). Reactants: CN1N=NN=C1CC(O)(C1=CC=CC=C1)C1=CC=CC=C1 (2(1-methyltetrazol-5-yl)-1,1-diphenylethanol), OS(=O)(=O)[O-].[K+] (KHSO4). Conditions: temperature 200 celsius. Yields the product C1(=CC=CC=C1)C(CC1=NN=NN1C)C1=CC=CC=C1 (2,2-Diphenyl-1-(1-methyl-1H-tetrazol-5-yl)ethane). The yield is 83.7%. Reaction SMILES: [CH3:1][N:2]1[C:6]([CH2:7][C:8]([C:16]2[CH:21]=[CH:20][CH:19]=[CH:18][CH:17]=2)([C:10]2[CH:15]=[CH:14][CH:13]=[CH:12][CH:11]=2)O)=[N:5][N:4]=[N:3]1.OS([O-])(=O)=O.[K+]>>[C:16]1([CH:8]([C:10]2[CH:11]=[CH:12][CH:13]=[CH:14][CH:15]=2)[CH2:7][C:6]2[N:2]([CH3:1])[N:3]=[N:4][N:5]=2)[CH:17]=[CH:18][CH:19]=[CH:20][CH:21]=1 |f:1.2|. Procedure details: A mixture of 2(1-methyltetrazol-5-yl)-1,1-diphenylethanol (2.15 g; 7.68 mmole) and KHSO4 (300 mg) was heated at 200° C. for 20 minutes. The cooled mixture (50° C.) was triturated with CHCl3 (50 mL) and the organic solvent was decanted from the inorganic residue. Evaporation afforded the title compound as a cream solid (1.7 g; 85%); m.p.=147°-148° C. (crystallized from EtOAc-hexane). MS (CI): m/e=263 for (M+H)+ ;